This data is from the Open Reaction Database (ORD), a public repository of structured organic reaction records. The task is: describe an organic reaction: reactants, conditions, products, and yield The reactants are C(CC)N(C1=CC=C(C=C1)S(=O)(=O)NCCCCC(=O)O)CCC (5-(4-Dipropylaminobenzenesulphonylamino)valeric acid), C(C)(=O)[O-].[Na+] (sodium acetate). Reported procedure: 5 g of product obtained in Stage A are heated to reflux for 2 hours with 5 g of sodium acetate in 50 cm3 of acetic anhydride. The mixture is cooled to room temperature and evaporated to dryness, the residue is taken up in 50 cm3 of water and dried and 4.4 g of expected product are obtained. M.p. 105°-108° C. after chromatography on silica (eluent: ethyl acetate/n-hexane, 1:1). After crystallization in isopropanol, 3.2 g of pure product are obtained. M.p. 110°-111° C. RXN SMILES: [CH2:1]([N:4]([CH2:22][CH2:23][CH3:24])[C:5]1[CH:10]=[CH:9][C:8]([S:11]([NH:14][CH2:15][CH2:16][CH2:17][CH2:18][C:19](O)=[O:20])(=[O:13])=[O:12])=[CH:7][CH:6]=1)[CH2:2][CH3:3].C([O-])(=O)C.[Na+]>C(OC(=O)C)(=O)C>[CH2:1]([N:4]([CH2:22][CH2:23][CH3:24])[C:5]1[CH:10]=[CH:9][C:8]([S:11]([N:14]2[CH2:15][CH2:16][CH2:17][CH2:18][C:19]2=[O:20])(=[O:13])=[O:12])=[CH:7][CH:6]=1)[CH2:2][CH3:3] |f:1.2|. Product: C(CC)N(C1=CC=C(C=C1)S(=O)(=O)N1C(CCCC1)=O)CCC (1-[4-(Dipropylamino)benzenesulphonyl]-2-piperidinone). Solvent: C(C)(=O)OC(C)=O (acetic anhydride). The yield is 92.7%. Starting materials: Nc1n[nH]c(-c2ccccc2)c1Br, Nc1cc[nH]n1, C1CCOC1, O=C1Nc2ccccc2C1=CO. The product is O=C1Nc2ccccc2C1=CNc1n[nH]c(-c2ccccc2)c1Br. RXN SMILES: [Br:19][c:20]1[c:21]([NH2:31])[n:22][nH:23][c:24]1-[c:25]1[cH:26][cH:27][cH:28][cH:29][cH:30]1.[NH2:1][c:2]1[cH:3][cH:4][nH:5][n:6]1.[O:32]1[CH2:33][CH2:34][CH2:35][CH2:36]1.[OH:7][CH:8]=[C:9]1[C:10](=[O:18])[NH:11][c:12]2[cH:13][cH:14][cH:15][cH:16][c:17]21>>[CH:8](=[C:9]1[C:10](=[O:18])[NH:11][c:12]2[cH:13][cH:14][cH:15][cH:16][c:17]21)[NH:31][c:21]1[c:20]([Br:19])[c:24](-[c:25]2[cH:26][cH:27][cH:28][cH:29][cH:30]2)[nH:23][n:22]1.